This data is from the Open Reaction Database (ORD), a public repository of structured organic reaction records. The task is: describe an organic reaction: reactants, conditions, products, and yield Starting materials: O=C(O)Cc1ccc(Br)cc1, CCOC(C)=O, CC(C1CCCCN1)N(C)C, CO, CO, C(=NC1CCCCC1)=NC1CCCCC1, ClCCl, Cl. Yields the product CC(C1CCCCN1C(=O)Cc1ccc(Br)cc1)N(C)C, Cl. Reaction SMILES: [Br:12][c:13]1[cH:14][cH:15][c:16]([CH2:19][C:20](=[O:21])[OH:22])[cH:17][cH:18]1.[C:44]([O:45][CH2:46][CH3:47])(=[O:48])[CH3:49].[CH3:1][N:2]([CH:3]([CH3:4])[CH:5]1[NH:6][CH2:7][CH2:8][CH2:9][CH2:10]1)[CH3:11].[CH3:42][OH:43].[CH3:50][OH:51].[CH:23]1([N:24]=[C:25]=[N:26][CH:27]2[CH2:28][CH2:29][CH2:30][CH2:31][CH2:32]2)[CH2:33][CH2:34][CH2:35][CH2:36][CH2:37]1.[Cl:39][CH2:40][Cl:41].[ClH:38]>>[CH3:1][N:2]([CH:3]([CH3:4])[CH:5]1[N:6]([C:20]([CH2:19][c:16]2[cH:15][cH:14][c:13]([Br:12])[cH:18][cH:17]2)=[O:21])[CH2:7][CH2:8][CH2:9][CH2:10]1)[CH3:11].[ClH:38].